This data is from the Open Reaction Database (ORD), a public repository of structured organic reaction records. The task is: describe an organic reaction: reactants, conditions, products, and yield Reactants: Oc1ccc(Br)cc1, O=C([O-])[O-], CCCCCCCCBr, CCC(C)=O, Cl, [K+], [K+]. Yields the product CCCCCCCCOc1ccc(Br)cc1. RXN SMILES: [Br:10][c:11]1[cH:12][cH:13][c:14]([OH:17])[cH:15][cH:16]1.[C:18](=[O:19])([O-:20])[O-:21].[CH2:1]([CH2:2][CH2:3][CH2:4][CH2:5][CH2:6][CH2:7][CH3:8])[Br:9].[CH3:25][C:26](=[O:27])[CH2:28][CH3:29].[ClH:24].[K+:22].[K+:23]>>[CH2:1]([CH2:2][CH2:3][CH2:4][CH2:5][CH2:6][CH2:7][CH3:8])[O:17][c:14]1[cH:13][cH:12][c:11]([Br:10])[cH:16][cH:15]1. The reactants are C1(=CC=CC=C1)C1=CC=C(C=C1)O (4-phenylphenol), C(C)OC(=O)C=1N=C(SC1)CBr (2-bromomethyl-thiazole-4-carboxylic acid ethyl ester), C(C)OC(=O)C=1N=C(SC1)CBr (2-bromomethyl-thiazole-4-carboxylic acid ethyl ester). Product: C1(=CC=C(C=C1)OCC=1SC=C(N1)C(=O)O)C1=CC=CC=C1 (2-(Biphenyl-4-yloxymethyl)-thiazole-4-carboxylic acid). As a reaction SMILES: [C:1]1([C:7]2[CH:12]=[CH:11][C:10]([OH:13])=[CH:9][CH:8]=2)[CH:6]=[CH:5][CH:4]=[CH:3][CH:2]=1.C([O:16][C:17]([C:19]1[N:20]=[C:21]([CH2:24]Br)[S:22][CH:23]=1)=[O:18])C>>[C:7]1([C:1]2[CH:2]=[CH:3][CH:4]=[CH:5][CH:6]=2)[CH:8]=[CH:9][C:10]([O:13][CH2:24][C:21]2[S:22][CH:23]=[C:19]([C:17]([OH:18])=[O:16])[N:20]=2)=[CH:11][CH:12]=1. Procedure: 2-(Biphenyl-4-yloxymethyl)-thiazole-4-carboxylic acid was prepared using general procedure B from 4-phenylphenol (available from Aldrich, Milwaukee, Wis.) and 2-bromomethyl-thiazole-4-carboxylic acid ethyl ester (Intermediate 3). Yield: 56 mg. Mass spectrum (ES) MH+=312.